From a dataset of the Open Reaction Database (ORD), a public repository of structured organic reaction records. describe an organic reaction: reactants, conditions, products, and yield The reactants are O (Water), BrCCCCCC(=O)Cl (6-Bromohexanoyl chloride), S1C=CC=C1 (thiophene), [Sn](Cl)(Cl)(Cl)Cl (tin chloride). Run in C1=CC=CC=C1 (benzene). Reaction conditions: time 1 hour. Product: BrCCCCCC(=O)C=1SC=CC1 (6-bromo-1-(2-thienyl)-1-hexanone). Isolated yield 120.7%. Reaction SMILES: [Br:1][CH2:2][CH2:3][CH2:4][CH2:5][CH2:6][C:7](Cl)=[O:8].[S:10]1[CH:14]=[CH:13][CH:12]=[CH:11]1.[Sn](Cl)(Cl)(Cl)Cl.O>C1C=CC=CC=1>[Br:1][CH2:2][CH2:3][CH2:4][CH2:5][CH2:6][C:7]([C:11]1[S:10][CH:14]=[CH:13][CH:12]=1)=[O:8]. Reported procedure: 6-Bromohexanoyl chloride (2.1 g) and thiophene (0.84 g) were dissolved in benzene (20 ml) and tin chloride (1.3 ml) was added under ice-cooling, which was followed by stirring for 1 hr. Water was added to the reaction mixture and the mixture was extracted with ethyl acetate. The organic layer was washed with brine, dried and the solvent was evaporated under reduced pressure to give 3.1 g of 6-bromo-1-(2-thienyl)-1-hexanone.